Task: describe an organic reaction: reactants, conditions, products, and yield. Dataset: the Open Reaction Database (ORD), a public repository of structured organic reaction records Starting materials: CCOCC, C=[N+]=[N-], O=C(O)c1ccc2cc[nH]c2c1. Product: COC(=O)c1ccc2cc[nH]c2c1. Reaction SMILES: [CH3:16][CH2:17][O:18][CH2:19][CH3:20].[N+:1](=[N-:2])=[CH2:3].[nH:4]1[cH:5][cH:6][c:7]2[cH:8][cH:9][c:10]([C:13](=[O:14])[OH:15])[cH:11][c:12]12>>[CH3:3][O:15][C:13]([c:10]1[cH:9][cH:8][c:7]2[cH:6][cH:5][nH:4][c:12]2[cH:11]1)=[O:14].